From a dataset of the Open Reaction Database (ORD), a public repository of structured organic reaction records. describe an organic reaction: reactants, conditions, products, and yield The reactants are C(C)OC(CC(OCC)OCC)OCC (1,1,3,3-tetraethoxypropane), [OH-].[Na+] (sodium hydroxide), C(C)OC(CC1=CC(=C(C=C1)N1N=CC=C1)Br)=O (3-bromo-4-(pyrazol-1-yl)phenylacetic acid ethyl ester). Solvent: O (water). Reaction conditions: temperature 100 celsius, time 4 hour. Yields the product BrC=1C=C(C=CC1N1N=CC=C1)CC(=O)O (3-bromo-4-(pyrazol-1-yl)phenylacetic acid). Yield: 83.5%. RXN SMILES: C(OC(OCC)CC(OCC)OCC)C.[OH-].[Na+].C([O:20][C:21](=[O:35])[CH2:22][C:23]1[CH:28]=[CH:27][C:26]([N:29]2[CH:33]=[CH:32][CH:31]=[N:30]2)=[C:25]([Br:34])[CH:24]=1)C>O>[Br:34][C:25]1[CH:24]=[C:23]([CH2:22][C:21]([OH:35])=[O:20])[CH:28]=[CH:27][C:26]=1[N:29]1[CH:33]=[CH:32][CH:31]=[N:30]1 |f:1.2|. Reported procedure: 44.5 g (0.164 mole) of 4-acetamido-3-bromophenylacetic acid and 131 ml of 6 N hydrochloric acid are heated to 100° C. for 2 hours. The solution of 4-amino-3-bromophenylacetic acid (which is thus formed) is cooled to -6° C. in an ice-sodium chloride bath, and a solution of 11.7 g (0.17 mole) of sodium nitrite in 130 ml of water is added dropwise thereto at -6° C. Stirring is continued for a further hour at the same temperature, and the thus-prepared solution of the diazonium salt is poured slowly... The reactants are ClC=1C=C(C(=O)NC=2SC=C(N2)C2=C(C=C(C=C2C)C)C)C=CN1 (2-chloro-N-(4-mesitylthiazol-2-yl)isonicotinamide), CN1CCNCC1 (1-methylpiperazine), O (H2O). Solvent: CN1C(CCC1)=O (methylpyrrolidone). Conditions: temperature 150 celsius, time 16 hour. The product is C1(=C(C(=CC(=C1)C)C)C=1N=C(SC1)NC(C1=CC(=NC=C1)N1CCN(CC1)C)=O)C (N-(4-mesitylthiazol-2-yl)-2-(4-methylpiperazin-1-yl)isonicotinamide). Isolated yield 25.0%. Reaction SMILES: Cl[C:2]1[CH:3]=[C:4]([CH:22]=[CH:23][N:24]=1)[C:5]([NH:7][C:8]1[S:9][CH:10]=[C:11]([C:13]2[C:18]([CH3:19])=[CH:17][C:16]([CH3:20])=[CH:15][C:14]=2[CH3:21])[N:12]=1)=[O:6].[CH3:25][N:26]1[CH2:31][CH2:30][NH:29][CH2:28][CH2:27]1.O>CN1CCCC1=O>[C:14]1([CH3:21])[CH:15]=[C:16]([CH3:20])[CH:17]=[C:18]([CH3:19])[C:13]=1[C:11]1[N:12]=[C:8]([NH:7][C:5](=[O:6])[C:4]2[CH:22]=[CH:23][N:24]=[C:2]([N:29]3[CH2:30][CH2:31][N:26]([CH3:25])[CH2:27][CH2:28]3)[CH:3]=2)[S:9][CH:10]=1. Procedure: A mixture of 2-chloro-N-(4-mesitylthiazol-2-yl)isonicotinamide (300.0 mg, 0.8 mmol, 1.0 equiv) and 1-methylpiperazine (1.12 mL, 10.1 mmol, 12 equiv) in methylpyrrolidone (9.0 mL) was stirred at 150° C. for 16 h. The mixture was poured into icy H2O (15.0 mL) and the resultant solids were filtered to provide N-(4-mesitylthiazol-2-yl)-2-(4-methylpiperazin-1-yl)isonicotinamide (95.6 mg, 0.20 mmol) as yellow solids in 27% yield: 1H NMR (CDCl3, 500 MHz) δ 8.27 (d, J=5.1 Hz, 1 H), 7.12 (s, 1 H), 6.83-6... Reagents/catalysts: C1=CC=C(C=C1)P([C-]2C=CC=C2)C3=CC=CC=C3.C1=CC=C(C=C1)P([C-]2C=CC=C2)C3=CC=CC=C3.Cl[Pd]Cl.[Fe+2] (Pd(dppf)2Cl2). Starting materials: BrC=1C=NC(=NC1)N1C[C@H](OCC1)CN1N=NC=2C1=NC(=CN2)C=2C=CC(=C(C#N)C2)F ((S)-5-(1-((4-(5-bromopyrimidin-2-yl)morpholine-2-yl)methyl)-1H-[1,2,3]triazolo[4,5-b]pyrazin-6-yl)-2-fluorobenzonitrile), CC1(OB(OC1(C)C)C1=CCN(CC1)C(=O)OC(C)(C)C)C (tert-butyl 4-(4,4,5,5-tetramethyl-1,3,2-dioxaborolane-2-yl)-5,6-dihydropyridine-1(2H)-carboxylate), C([O-])([O-])=O.[K+].[K+] (potassium carbonate), O1CCOCC1 (1,4-dioxane). Solvent: O (H2O). As a reaction SMILES: Br[C:2]1[CH:3]=[N:4][C:5]([N:8]2[CH2:13][CH2:12][O:11][C@H:10]([CH2:14][N:15]3[C:19]4=[N:20][C:21]([C:24]5[CH:25]=[CH:26][C:27]([F:32])=[C:28]([CH:31]=5)[C:29]#[N:30])=[CH:22][N:23]=[C:18]4[N:17]=[N:16]3)[CH2:9]2)=[N:6][CH:7]=1.C(=O)([O-])[O-].[K+].[K+].O1CCOCC1.CC1(C)C(C)(C)OB([C:53]2[CH2:58][CH2:57][N:56]([C:59]([O:61][C:62]([CH3:65])([CH3:64])[CH3:63])=[O:60])[CH2:55][CH:54]=2)O1>C1C=CC(P(C2C=CC=CC=2)[C-]2C=CC=C2)=CC=1.C1C=CC(P(C2C=CC=CC=2)[C-]2C=CC=C2)=CC=1.Cl[Pd]Cl.[Fe+2].O>[C:29]([C:28]1[CH:31]=[C:24]([C:21]2[N:20]=[C:19]3[N:15]([CH2:14][C@@H:10]4[CH2:9][N:8]([C:5]5[N:4]=[CH:3][C:2]([C:53]6[CH2:58][CH2:57][N:56]([C:59]([O:61][C:62]([CH3:65])([CH3:64])[CH3:63])=[O:60])[CH2:55][CH:54]=6)=[CH:7][N:6]=5)[CH2:13][CH2:12][O:11]4)[N:16]=[N:17][C:18]3=[N:23][CH:22]=2)[CH:25]=[CH:26][C:27]=1[F:32])#[N:30] |f:1.2.3,6.7.8.9|. Conditions: time 10 minute. Procedure: In a pressure tube reactor, ((S)-5-(1-((4-(5-bromopyrimidin-2-yl)morpholine-2-yl)methyl)-1H-[1,2,3]triazolo[4,5-b]pyrazin-6-yl)-2-fluorobenzonitrile 100 mg (0.20 mmol) was added, and potassium carbonate 83 mg (0.60 mmol) was added. Pd(dppf)2Cl2 8 mg (0.01 mmol) was further added, followed by 1,4-dioxane 3 ml, tert-butyl 4-(4,4,5,5-tetramethyl-1,3,2-dioxaborolane-2-yl)-5,6-dihydropyridine-1(2H)-carboxylate 74 mg (0.24 mmol), and H2O 0.5 ml. The mixture was stirred at room temperature for 10 minut... The yield is 85.0%. The product is C(#N)C=1C=C(C=CC1F)C1=CN=C2C(=N1)N(N=N2)C[C@H]2OCCN(C2)C2=NC=C(C=N2)C2=CCN(CC2)C(=O)OC(C)(C)C ((S)-tert-butyl 4-(2-(2-((6-(3-cyano-4-fluorophenyl)-1H-[1,2,3]triazolo[4,5-b]pyrazin-1-yl)methyl)morpholino)pyrimidin-5-yl)-5,6-dihydropyridine-1(2H)-carboxylate). Reactants: ClC1=CC=C(C=C1)C1=NC=CC2=C(C=CC=C12)C (1-(4-Chlorophenyl)-5-methylisoquinoline), BrN1C(CCC1=O)=O (N-bromosuccinimide). The solvent is C(Cl)(Cl)(Cl)Cl (carbon tetrachloride). Product: ClC1=CC=C(C=C1)C1=NC=CC2=C(C=CC=C12)CBr (1-(4-chlorophenyl)-5-bromomethylisoquinoline). Yield: 68.8%. RXN SMILES: [Cl:1][C:2]1[CH:7]=[CH:6][C:5]([C:8]2[C:17]3[C:12](=[C:13]([CH3:18])[CH:14]=[CH:15][CH:16]=3)[CH:11]=[CH:10][N:9]=2)=[CH:4][CH:3]=1.[Br:19]N1C(=O)CCC1=O>C(Cl)(Cl)(Cl)Cl>[Cl:1][C:2]1[CH:7]=[CH:6][C:5]([C:8]2[C:17]3[C:12](=[C:13]([CH2:18][Br:19])[CH:14]=[CH:15][CH:16]=3)[CH:11]=[CH:10][N:9]=2)=[CH:4][CH:3]=1. Procedure: 1-(4-Chlorophenyl)-5-methylisoquinoline (10.2 g) was dissolved in 50 ml of carbon tetrachloride. While the solution was heated under reflux and light was irradiated on it, 7.5 g of N-bromosuccinimide was added. The mixture was heated with stirring. After the reaction, the reaction mixture was cooled. The insoluble matter was removed by filtration. The filtrate was washed in water, dried, and concentrated to remove the solvent. Recrystallization from cold methanol afforded 9.2 g of 1-(4-chlorophe... Reactants: C(C=C)OC(=O)N[C@@]1([C@@H]2[C@H]([C@@H]2C[C@@H]1F)C(=O)O)C(=O)O ((1S,2S,3S,5R,6S)-2-(((allyloxy)carbonyl)amino)-3-fluorobicyclo[3.1.0]hexane-2,6-dicarboxylic acid), C(C=C)O (allyl alcohol), C(C)(C)N(C(C)C)CC (N,N-diisopropylethylamine), N,N-dimethylaminopyridine, Cl.C(C)N=C=NCCCN(C)C (1-ethyl-3-(3-dimethylaminopropyl)carbodiimide hydrochloride). Run in C(Cl)(Cl)Cl (chloroform), C(Cl)(Cl)Cl (chloroform). Conditions: temperature 0 celsius, time 2 day. Yields the product C(C=C)OC(=O)[C@H]1[C@@H]2C[C@@H]([C@]([C@H]12)(C(=O)O)NC(=O)OCC=C)F ((1S,2S,3S,5R,6S)-6-((allyloxy)carbonyl) 2-(((allyloxy)carbonyl)amino)-3-fluorobicyclo[3.1.0]hexane-2-carboxylic acid). Reaction SMILES: [CH2:1]([O:4][C:5]([NH:7][C@@:8]1([C:18]([OH:20])=[O:19])[C@@H:13]([F:14])[CH2:12][C@@H:11]2[C@H:9]1[C@H:10]2[C:15]([OH:17])=[O:16])=[O:6])[CH:2]=[CH2:3].[CH2:21](O)[CH:22]=[CH2:23].C(N(CC)C(C)C)(C)C.Cl.C(N=C=NCCCN(C)C)C>C(Cl)(Cl)Cl>[CH2:23]([O:16][C:15]([C@@H:10]1[C@@H:9]2[C@H:11]1[CH2:12][C@H:13]([F:14])[C@@:8]2([NH:7][C:5]([O:4][CH2:1][CH:2]=[CH2:3])=[O:6])[C:18]([OH:20])=[O:19])=[O:17])[CH:22]=[CH2:21] |f:3.4|. Procedure: A solution of a mixture of (1S,2S,3S,5R,6S)-2-(((allyloxy)carbonyl)amino)-3-fluorobicyclo[3.1.0]hexane-2,6-dicarboxylic acid (A-1-1, 1.41 g), allyl alcohol (336 μL), N,N-diisopropylethylamine (837 μL) and N,N-dimethylaminopyridine (60 mg) in chloroform (30 mL) was cooled to 0° C. To this solution, 1-ethyl-3-(3-dimethylaminopropyl)carbodiimide hydrochloride (837 mg) was added, and then the mixture was heated to room temperature and stirred for 2 days. To the reaction solution, chloroform was adde...